From a dataset of the Open Reaction Database (ORD), a public repository of structured organic reaction records. describe an organic reaction: reactants, conditions, products, and yield The reactants are C=CC1=CC=CC=C1 (styrene), C(C(=C)C)(=O)OCCCCCC (hexyl methacrylate), C(C(=C)C)(=O)O (methacrylic acid), C(C(=C)C)(=O)OCCOC(C(=C)C)=O (ethylene glycol dimethacrylate), C(CO)(=O)OSCCCCCC(C)C (isooctylthio glycolate), [OH-].[K+] (potassium hydroxide), S(=O)(=O)([O-])OOS(=O)(=O)[O-].[K+].[K+] (potassium persulfate), NC(=O)OCC (urethane), aliphatic urethane acrylate, NC(=O)OCC (urethane), initiator. Run in O (water), O (water), O (water), O (water), O (water). Run at temperature 90 celsius. The product is C(C=C)(=O)O.NC(=O)OCC (Urethane Acrylate). As a reaction SMILES: C=C[C:3]1[CH:8]=CC=CC=1.[C:9]([O:14]CCCCCC)(=[O:13])[C:10](C)=[CH2:11].C(O)(=O)C(C)=C.C(OCCOC(=O)C(C)=C)(=O)C(C)=C.C(OSCCCCCC(C)C)(=O)CO.S(OOS([O-])(=O)=O)([O-])(=O)=O.[K+].[K+].[NH2:67][C:68]([O:70]CC)=[O:69].[OH-].[K+]>O>[C:9]([OH:14])(=[O:13])[CH:10]=[CH2:11].[NH2:67][C:68]([O:70][CH2:8][CH3:3])=[O:69] |f:5.6.7,9.10,12.13|. Procedure details: In a round-bottom flask, 76 g of styrene, 276 g of hexyl methacrylate, 24 g of methacrylic acid, 4 g of ethylene glycol dimethacrylate, 1.6 g of isooctylthio glycolate as a chain transfer agent, and 33.28 g of 30% Rhodafac RS 710 as an emulsifying agent are mixed in 136 ml of water forming an emulsion. An initiator solution is prepared by adding 1.39 g of potassium persulfate to 160 ml of water. A hot water solution is prepared by adding 32 ml of the initiator solution to 1160 ml of water prehea... Reactants: [BH4-], CC(C)(CC(O)(C=Nc1cccc2cnccc12)C(F)(F)F)c1cc(F)cc2c1OCC2, Nc1cccc2cnccc12, [Na+]. Yields the product CC(C)(CC(O)(CNc1cccc2cnccc12)C(F)(F)F)c1cc(F)cc2c1OCC2. RXN SMILES: [BH4-:44].[F:12][c:13]1[cH:14][c:15]([C:22]([CH2:23][C:24]([CH:25]=[N:26][c:27]2[c:28]3[cH:29][cH:30][n:31][cH:32][c:33]3[cH:34][cH:35][cH:36]2)([C:37]([F:38])([F:39])[F:40])[OH:41])([CH3:42])[CH3:43])[c:16]2[c:17]([cH:21]1)[CH2:18][CH2:19][O:20]2.[NH2:1][c:2]1[cH:3][cH:4][cH:5][c:6]2[c:7]1[cH:8][cH:9][n:10][cH:11]2.[Na+:45]>>[F:12][c:13]1[cH:14][c:15]([C:22]([CH2:23][C:24]([CH2:25][NH:26][c:27]2[c:28]3[cH:29][cH:30][n:31][cH:32][c:33]3[cH:34][cH:35][cH:36]2)([C:37]([F:38])([F:39])[F:40])[OH:41])([CH3:42])[CH3:43])[c:16]2[c:17]([cH:21]1)[CH2:18][CH2:19][O:20]2. Reactants: CCOC(=O)CCc1ccc(-c2ccc(C(=O)O)cc2)c(OCCCOC)c1, CN1CCNCC1, CCN(C(C)C)C(C)C, ClCCl, On1nnc2ccccc21. Product: CCOC(=O)CCc1ccc(-c2ccc(C(=O)N3CCN(C)CC3)cc2)c(OCCCOC)c1. Reaction SMILES: [CH2:1]([CH3:2])[O:3][C:4]([CH2:5][CH2:6][c:7]1[cH:8][c:9]([O:22][CH2:23][CH2:24][CH2:25][O:26][CH3:27])[c:10](-[c:13]2[cH:14][cH:15][c:16]([C:19](=[O:20])[OH:21])[cH:17][cH:18]2)[cH:11][cH:12]1)=[O:28].[CH3:48][N:49]1[CH2:50][CH2:51][NH:52][CH2:53][CH2:54]1.[CH:39]([N:40]([CH:41]([CH3:42])[CH3:43])[CH2:44][CH3:45])([CH3:46])[CH3:47].[Cl:55][CH2:56][Cl:57].[OH:29][n:30]1[c:31]2[c:32]([cH:33][cH:34][cH:35][cH:36]2)[n:37][n:38]1>>[CH2:1]([CH3:2])[O:3][C:4]([CH2:5][CH2:6][c:7]1[cH:8][c:9]([O:22][CH2:23][CH2:24][CH2:25][O:26][CH3:27])[c:10](-[c:13]2[cH:14][cH:15][c:16]([C:19](=[O:21])[N:52]3[CH2:51][CH2:50][N:49]([CH3:48])[CH2:54][CH2:53]3)[cH:17][cH:18]2)[cH:11][cH:12]1)=[O:28]. The reactants are CC(=O)Cl, CCN(C(C)C)C(C)C, NC1CCC(CNc2nc3c(s2)CCOc2ccccc2-3)CC1, O, c1ccncc1. Product: CC(=O)NC1CCC(CNc2nc3c(s2)CCOc2ccccc2-3)CC1. Reaction SMILES: [CH3:24][C:25]([Cl:26])=[O:27].[CH:35]([N:36]([CH:37]([CH3:38])[CH3:39])[CH2:40][CH3:41])([CH3:42])[CH3:43].[NH2:1][CH:2]1[CH2:3][CH2:4][CH:5]([CH2:8][NH:9][c:10]2[s:11][c:12]3[c:13]([n:14]2)-[c:15]2[c:16]([cH:20][cH:21][cH:22][cH:23]2)[O:17][CH2:18][CH2:19]3)[CH2:6][CH2:7]1.[OH2:28].[cH:29]1[cH:30][cH:31][n:32][cH:33][cH:34]1>>[NH:1]([CH:2]1[CH2:3][CH2:4][CH:5]([CH2:8][NH:9][c:10]2[s:11][c:12]3[c:13]([n:14]2)-[c:15]2[c:16]([cH:20][cH:21][cH:22][cH:23]2)[O:17][CH2:18][CH2:19]3)[CH2:6][CH2:7]1)[C:25]([CH3:24])=[O:27]. Solvent: CCOCC (Et2O), C1CCOC1 (THF), C1CCOC1 (THF). The product is C(OC1(CCOCC1)C)(OC1=NC=CC=C1)=O (4-methyltetrahydro-2H-pyran-4-yl pyridin-2-yl carbonate). The reactants are N1=C(C=CC=C1)OC(OC1=NC=CC=C1)=O (di(pyridin-2-yl)carbonate), [H-].[Na+] (sodium hydride), oil, CC1(CCOCC1)O (4-methyltetrahydro-2H-pyran-4-ol), [NH4+].[Cl-] (NH4Cl). Procedure: To a suspension of sodium hydride, 60% in mineral oil (207 mg, 5.17 mmol) in THF (20 mL) was added 4-methyltetrahydro-2H-pyran-4-ol (500 mg, 4.30 mmol) at 0° C. After stirring 30 min, the solution was transferred to a solution of di(pyridin-2-yl)carbonate (931 mg, 4.30 mmol) in THF (20 mL) through a cannula. The formed slurry was stirred at 0° C. for 30 min. The slurry was warmed to rt and stirred for 2 h. At room temperature, to the reaction mixture was added sat. aq. NH4Cl (1 mL) upon which br... Reaction SMILES: [H-].[Na+].[CH3:3][C:4]1([OH:10])[CH2:9][CH2:8][O:7][CH2:6][CH2:5]1.[N:11]1[CH:16]=[CH:15][CH:14]=[CH:13][C:12]=1[O:17][C:18](=O)[O:19]C1C=CC=CN=1.[NH4+].[Cl-]>C1COCC1.CCOCC>[C:18](=[O:19])([O:17][C:12]1[CH:13]=[CH:14][CH:15]=[CH:16][N:11]=1)[O:10][C:4]1([CH3:3])[CH2:9][CH2:8][O:7][CH2:6][CH2:5]1 |f:0.1,4.5|. Run at time 30 minute. Reactants: C(C(=O)OCC)(=O)OCC (diethyl oxalate), [O-]CC.[Na+] (sodium ethoxide), [Na] (sodium), ClC1=CC=C(C=C1)CC#N (p-chlorophenylacetonitrile), CC(=O)OCC1=C2C=CC=CC2=C(C3=CC=CC=C31)COC(=O)C (acetic). Solvent: O (water). Run at time 2 hour. Product: ClC1=CC=C(C=C1)C(C(C(=O)OCC)=O)C#N (ethyl 3-(p-chlorophenyl)-3-cyanopyruvate). RXN SMILES: [Cl:1][C:2]1[CH:7]=[CH:6][C:5]([CH2:8][C:9]#[N:10])=[CH:4][CH:3]=1.[C:11](OCC)(=[O:17])[C:12]([O:14][CH2:15][CH3:16])=[O:13].[O-]CC.[Na+].[Na].CC(OCC1C2C(=CC=CC=2)C(COC(C)=O)=C2C=1C=CC=C2)=O>O>[Cl:1][C:2]1[CH:7]=[CH:6][C:5]([CH:8]([C:9]#[N:10])[C:11](=[O:17])[C:12]([O:14][CH2:15][CH3:16])=[O:13])=[CH:4][CH:3]=1 |f:2.3,^1:24|. Procedure details: A mixture of 45.3 g. (0.31 mol.) of p-chlorophenylacetonitrile and 107 g. (0.72 mol., 99 ml.) of diethyl oxalate in an alcoholic sodium ethoxide solution [prepared by dissolving 7.13 g. (0.31 g.-atom) of sodium in 120 ml. of absolute ethanol] was refluxed with stirring for 2 hours. The cooled reaction mixture was diluted with 700 ml. of water, acidified with acetic and cooled to ice bath temperature. The resulting solid was collected and recrystallized from aqueous methanol to give ethyl 3-(p-ch... Starting materials: NC1=NC(=C2NC=NC2=N1)OCC (2-Amino-6-ethoxypurine), [C@@H]1(C[C@H](O)[C@@H](CO)O1)N1C(=O)NC(=O)C(C)=C1 (Thymidine), [OH-].[K+] (KOH), purine nucleoside, [N-]=[N+]=[N-].[K+] (potassium azide), [C@@H]1(C[C@H](O)[C@@H](CO)O1)N1C(=O)NC(=O)C(C)=C1 (thymidine), F[C@H]1[C@@H](O[C@@H]([C@H]1O)CO)N1C(=O)NC(=O)C=C1 (1-(2-deoxy-2-fluoro-β-D-ribofuranosyl)uracil), [N-]=[N+]=[N-].[K+] (potassium azide), purine nucleoside. The solvent is P(=O)([O-])([O-])[O-].[K+].[K+].[K+] (potassium phosphate), P(=O)([O-])([O-])[O-].[K+].[K+].[K+] (potassium phosphate). Conditions: temperature 37 celsius. Yields the product NC1=NC(=C2N=CN(C2=N1)[C@H]1[C@@H]([C@H](O)[C@H](O1)CO)F)OCC (2-Amino-9-(2-deoxy-2-fluoro-β-D-ribofuranosyl)-6-ethoxy-9H-purine). RXN SMILES: [NH2:1][C:2]1[N:10]=[C:9]2[C:5]([NH:6][CH:7]=[N:8]2)=[C:4]([O:11][CH2:12][CH3:13])[N:3]=1.[F:14][C@@H:15]1[C@H:19]([OH:20])[C@@H:18]([CH2:21][OH:22])[O:17][C@H:16]1N1C=CC(=O)NC1=O.[N-]=[N+]=[N-].[K+].[OH-].[K+].[C@@H]1(N2C=C(C)C(=O)NC2=O)O[C@H](CO)[C@@H](O)C1>P([O-])([O-])([O-])=O.[K+].[K+].[K+]>[NH2:1][C:2]1[N:10]=[C:9]2[C:5]([N:6]=[CH:7][N:8]2[C@@H:16]2[O:17][C@H:18]([CH2:21][OH:22])[C@@H:19]([OH:20])[C@H:15]2[F:14])=[C:4]([O:11][CH2:12][CH3:13])[N:3]=1 |f:2.3,4.5,7.8.9.10|. Procedure details: 2-Amino-6-ethoxypurine (0.8 g, 4.5 mmoles) which may be prepared according to R. W. Balsiger and J. A. Montgomery (J. Org. Chem. 25:1573, 1960) and 1-(2-deoxy-2-fluoro-β-D-ribofuranosyl)uracil (0.5 g, 2.1 mmoles) which may be prepared according to J. F. Codington et al. (J. Org. Chem. 29:558, 1964) were suspended in 50 ml of 5 mM potassium phosphate buffer, pH 7.0, which contained 0.04% (w/v) potassium azide. The pH of the suspension was adjusted to 7.0 with KOH. Thymidine phosphorylase (4,000 I...